describe an organic reaction: reactants, conditions, products, and yield From a dataset of the Open Reaction Database (ORD), a public repository of structured organic reaction records. The product is CC(C(=O)O)(CC1=CC=C(C=C1)OCCC=1N=C(OC1C)C1(CCCCC1)C)OC1=C(C=CC=C1)C (2-Methyl-3-(4-{2-[5-methyl-2-(1-methyl-cyclohexyl)-oxazol-4-yl]-ethoxy}-phenyl)-2-o-tolyloxy-propionic acid). As a reaction SMILES: C([O:3][C:4](=[O:23])[C:5]([CH3:22])([O:14][C:15]1[CH:20]=[CH:19][CH:18]=[CH:17][C:16]=1[CH3:21])[CH2:6][C:7]1[CH:12]=[CH:11][C:10](O)=[CH:9][CH:8]=1)C.[CH3:24][C:25]1[O:29][C:28]([C:30]2([CH3:36])[CH2:35][CH2:34][CH2:33][CH2:32][CH2:31]2)=[N:27][C:26]=1[CH2:37][CH2:38][O:39]S(C1C=CC(C)=CC=1)(=O)=O>>[CH3:22][C:5]([O:14][C:15]1[CH:20]=[CH:19][CH:18]=[CH:17][C:16]=1[CH3:21])([CH2:6][C:7]1[CH:12]=[CH:11][C:10]([O:39][CH2:38][CH2:37][C:26]2[N:27]=[C:28]([C:30]3([CH3:36])[CH2:31][CH2:32][CH2:33][CH2:34][CH2:35]3)[O:29][C:25]=2[CH3:24])=[CH:9][CH:8]=1)[C:4]([OH:23])=[O:3]. Reactants: C(C)OC(C(CC1=CC=C(C=C1)O)(OC1=C(C=CC=C1)C)C)=O (3-(4-Hydroxy-phenyl)-2-methyl-2-o-tolyloxy-propionic acid ethyl ester), CC1=C(N=C(O1)C1(CCCCC1)C)CCOS(=O)(=O)C1=CC=C(C=C1)C (Toluene-4-sulfonic acid 2-[5-methyl-2-(1-methyl-cyclohexyl)-oxazol-4-yl]-ethyl ester). Procedure details: The title compound was prepared using the representative Standard Procedure (E) from 3-(4-Hydroxy-phenyl)-2-methyl-2-o-tolyloxy-propionic acid ethyl ester and Toluene-4-sulfonic acid 2-[5-methyl-2-(1-methyl-cyclohexyl)-oxazol-4-yl]-ethyl ester. 1H NMR (400 MHz, CDCl3): δ 7.14-7.11 (m, 3H), 7.08-7.04 (m, 1H), 6.91 (t, 1H, J=7.82 Hz), 6.81 (d, 1H, J=8.60 Hz), 6.76 (d, 2H, J=8.60 Hz), 4.10 (t, 2H, J=6.26 Hz), 3.24 (d, 1H, J=14.08 Hz), 3.18 (d, 1H, J=14.08 Hz), 2.93 (t, 2H, J=6.26 Hz), 2.27 (s, 3H),...